Dataset: the Open Reaction Database (ORD), a public repository of structured organic reaction records. Task: describe an organic reaction: reactants, conditions, products, and yield Starting materials: O=C(O)c1ccc(Cl)cc1Cl, Cc1cccc(-c2sc(C)nc2C(=O)N2CC3CC3C2CN)c1. Product: Cc1cccc(-c2sc(C)nc2C(=O)N2CC3CC3C2CNC(=O)c2ccc(Cl)cc2Cl)c1. RXN SMILES: [Cl:24][c:25]1[c:26]([C:27](=[O:28])[OH:29])[cH:30][cH:31][c:32]([Cl:34])[cH:33]1.[NH2:1][CH2:2][CH:3]1[CH:4]2[CH2:5][CH:6]2[CH2:7][N:8]1[C:9](=[O:10])[c:11]1[n:12][c:13]([CH3:23])[s:14][c:15]1-[c:16]1[cH:17][c:18]([CH3:22])[cH:19][cH:20][cH:21]1>>[NH:1]([CH2:2][CH:3]1[CH:4]2[CH2:5][CH:6]2[CH2:7][N:8]1[C:9](=[O:10])[c:11]1[n:12][c:13]([CH3:23])[s:14][c:15]1-[c:16]1[cH:17][c:18]([CH3:22])[cH:19][cH:20][cH:21]1)[C:27]([c:26]1[c:25]([Cl:24])[cH:33][c:32]([Cl:34])[cH:31][cH:30]1)=[O:28]. The reactants are BrN1C(CCC1=O)=O (N-bromosuccinimide), N(=NC(C#N)(C)C)C(C#N)(C)C (2,2′-azobisisobutyronitrile), C1(C=CC2=CC=CC=C12)=O (indenone), formula 16. Solvent: C(Cl)(Cl)(Cl)Cl (CCl4). The product is BrC=1C(C2=CC=CC=C2C1)=O (2-bromoindenone), formula 17. As a reaction SMILES: [C:1]1(=[O:10])[C:9]2[C:4](=[CH:5][CH:6]=[CH:7][CH:8]=2)[CH:3]=[CH:2]1.[Br:11]N1C(=O)CCC1=O.N(C(C)(C)C#N)=NC(C)(C)C#N>C(Cl)(Cl)(Cl)Cl>[Br:11][C:2]1[C:1](=[O:10])[C:9]2[C:4]([CH:3]=1)=[CH:5][CH:6]=[CH:7][CH:8]=2. Procedure: The indenone compound of formula 16 prepared in Step 3 is dissolved in CCl4, N-bromosuccinimide (1 to 1.2 eq) and 2,2′-azobisisobutyronitrile (10 to 15 wt %) are added thereto. The resulting mixture is allowed to reflux for 2 to 3 h with stirring, to obtain the 2-bromoindenone of formula 17.